The task is: describe an organic reaction: reactants, conditions, products, and yield. This data is from the Open Reaction Database (ORD), a public repository of structured organic reaction records. Starting materials: ClC1=NC=CC=C1Cl (2,3-dichloropyridine), B(C=1C=CC(=CC1)C)(O)O (p-tolylboronic acid), N#N (N2). The reagents and catalysts are C=1C=CC(=CC1)[P](C=2C=CC=CC2)(C=3C=CC=CC3)[Pd]([P](C=4C=CC=CC4)(C=5C=CC=CC5)C=6C=CC=CC6)([P](C=7C=CC=CC7)(C=8C=CC=CC8)C=9C=CC=CC9)[P](C=1C=CC=CC1)(C=1C=CC=CC1)C=1C=CC=CC1 (tetrakis(triphenylphosphine)palladium(0)). Run in C(=O)([O-])[O-].[Na+].[Na+] (Na2CO3), C(C)#N (acetonitrile). Reaction conditions: temperature 85 celsius. Product: ClC=1C(=NC=CC1)C1=CC=C(C=C1)C (3-chloro-2-(4-methylphenyl)pyridine). RXN SMILES: Cl[C:2]1[C:7]([Cl:8])=[CH:6][CH:5]=[CH:4][N:3]=1.B(O)(O)[C:10]1[CH:11]=[CH:12][C:13]([CH3:16])=[CH:14][CH:15]=1.N#N>C([O-])([O-])=O.[Na+].[Na+].C(#N)C.C1C=CC([P]([Pd]([P](C2C=CC=CC=2)(C2C=CC=CC=2)C2C=CC=CC=2)([P](C2C=CC=CC=2)(C2C=CC=CC=2)C2C=CC=CC=2)[P](C2C=CC=CC=2)(C2C=CC=CC=2)C2C=CC=CC=2)(C2C=CC=CC=2)C2C=CC=CC=2)=CC=1>[Cl:8][C:7]1[C:2]([C:10]2[CH:15]=[CH:14][C:13]([CH3:16])=[CH:12][CH:11]=2)=[N:3][CH:4]=[CH:5][CH:6]=1 |f:3.4.5,^1:33,35,54,73|. Reported procedure: A solution of 2,3-dichloropyridine (0.9663 g, 6.5 mmol), p-tolylboronic acid (0.8569 g, 6.3 mmol) and tetrakis(triphenylphosphine)palladium(0) (0.3618 g, 0.31 mmol) in 0.5 M Na2CO3 (25 mL) and acetonitrile (25 mL) was flushed with N2, sealed and heated at 85° C. for 16 hours. The reaction mixture was cooled to room temperature and the volume reduced by half under vacuum. The concentrate was extracted with dichloromethane (3×20 mL), dried (MgSO4) and condensed to yellow-green oil. The residue was... The reactants are CS(=O)(=O)Cl (methanesulfonyl chloride), [C@@H]1(C[C@H](O)[C@@H](CO)O1)N1C(=O)NC(=O)C(C)=C1 (Thymidine), N1=CC=CC=C1 (pyridine), ice, CS(=O)(=O)Cl (methanesulfonyl chloride). Solvent: O (water). Conditions: time 18 hour. Product: CS(=O)(=O)O[C@H]1C[C@@H](O[C@@H]1COS(=O)(=O)C)N1C(=O)NC(=O)C(C)=C1 (3',5'-Di-O-(methanesulfonyl)thymidine). The yield is 81.2%. RXN SMILES: [C@@H:1]1([N:9]2[CH:17]=[C:15]([CH3:16])[C:13](=[O:14])[NH:12][C:10]2=[O:11])[O:8][C@H:5]([CH2:6][OH:7])[C@@H:3]([OH:4])[CH2:2]1.N1C=CC=CC=1.[CH3:24][S:25](Cl)(=[O:27])=[O:26]>O>[CH3:24][S:25]([O:4][C@@H:3]1[C@@H:5]([CH2:6][O:7][S:25]([CH3:24])(=[O:27])=[O:26])[O:8][C@@H:1]([N:9]2[CH:17]=[C:15]([CH3:16])[C:13](=[O:14])[NH:12][C:10]2=[O:11])[CH2:2]1)(=[O:27])=[O:26]. Procedure details: A 3 liter, 3 necked round-bottomed flask was equipped with an overhead stirrer and paddle, a 500 mL dropping funnel and a Claisen adapter containing a drying tube and a thermometer. Thymidine (200 g, 0.82M) and pyridine (750 mL) were added to the flask. The mixture was stirred and warmed with a water bath (20 mins) to give a clear solution. The solution was then cooled in an ice bath to 0°-3° C. and the dropping funnel was charged with methanesulfonyl chloride (206.5 g, 1.08M). The methanesulfon... Starting materials: O=C(O)c1ccc2c(c1)OC(F)(F)O2, COc1ccc(N)cc1C. Reagents/catalysts: C[N+]1(CCOCC1)C2=NC(=NC(=N2)OC)OC.[Cl-] (DMTMM), CCN(C(C)C)C(C)C (DIPEA). The solvent is CN(C)C=O (DMF), CN(C)C=O (DMF), CN(C)C=O (DMF), CN(C)C=O (DMF), CN(C)C=O (DMF), CN(C)C=O (DMF). Run at temperature 25 celsius, time 2 hour. The product is COc1ccc(NC(=O)c2ccc3c(c2)OC(F)(F)O3)cc1C. Yield: 3.0%. RXN SMILES: COc1ccc(N)cc1C.O=C(O)c1ccc2c(c1)OC(F)(F)O2.C[N+]1(CCOCC1)C2=NC(=NC(=N2)OC)OC.[Cl-].CCN(C(C)C)C(C)C.CN(C)C=O>>COc1ccc(NC(=O)c2ccc3c(c2)OC(F)(F)O3)cc1C. Starting materials: C1C(C)OC2(CCN(CC2)C2=C(C=C(C=C2)F)C#N)O1 (N-(2-Cyano-4-fluorophenyl)-4-piperidone propylene ketal), C(C)(=O)O (acetic acid). The solvent is Cl (HCl). Reaction conditions: time 3 day. Product: C(#N)C1=C(C=CC(=C1)F)N1CCC(CC1)=O (N-(2-Cyano-4-fluorophenyl)-4-piperidone). Reaction SMILES: C1O[C:5]2([CH2:10][CH2:9][N:8]([C:11]3[CH:16]=[CH:15][C:14]([F:17])=[CH:13][C:12]=3[C:18]#[N:19])[CH2:7][CH2:6]2)[O:4]C1C.C(O)(=O)C>Cl>[C:18]([C:12]1[CH:13]=[C:14]([F:17])[CH:15]=[CH:16][C:11]=1[N:8]1[CH2:9][CH2:10][C:5](=[O:4])[CH2:6][CH2:7]1)#[N:19]. Reported procedure: A solution of 39 (1.483 g, 5.36 mmol) in 6N aqueous HCl (25 mL) was treated with acetic acid (50 mL) at room temperature. The mixture was stirred at room temperature (3 d). The solvent was removed in vacuo and the residue dissolved in dichloromethane and sodium carbonate solution. The aqueous layer was extracted with three additional portions of dichloromethane and the combined organic extracts were washed with brine, dried over Na2SO4, and concentrated under reduced pressure. PCTLC (SiO2, 6 mm,...